This data is from the Open Reaction Database (ORD), a public repository of structured organic reaction records. The task is: describe an organic reaction: reactants, conditions, products, and yield The product is CCOC(=O)CN1C(=O)C(NC(=O)OC(C)(C)C)N=C(c2ccccc2F)c2ccccc21. Reactants: CCOC(=O)CBr, CC(C)(C)OC(=O)NC1N=C(c2ccccc2F)c2ccccc2NC1=O, CN(C)C=O, [H-], [Na+], O. As a reaction SMILES: [Br:30][CH2:31][C:32](=[O:33])[O:34][CH2:35][CH3:36].[C:1]([CH3:2])([CH3:3])([CH3:4])[O:5][C:6](=[O:7])[NH:8][CH:9]1[C:10](=[O:27])[NH:11][c:12]2[c:13]([cH:23][cH:24][cH:25][cH:26]2)[C:14]([c:16]2[c:17]([F:22])[cH:18][cH:19][cH:20][cH:21]2)=[N:15]1.[CH3:38][N:39]([CH3:40])[CH:41]=[O:42].[H-:28].[Na+:29].[OH2:37]>>[C:1]([CH3:2])([CH3:3])([CH3:4])[O:5][C:6](=[O:7])[NH:8][CH:9]1[C:10](=[O:27])[N:11]([CH2:31][C:32](=[O:33])[O:34][CH2:35][CH3:36])[c:12]2[c:13]([cH:23][cH:24][cH:25][cH:26]2)[C:14]([c:16]2[c:17]([F:22])[cH:18][cH:19][cH:20][cH:21]2)=[N:15]1. Reactants: NC1=CC=C2C(=N1)C(=CN2)C2CCN(CC2)C (5-amino-3-(1-methylpiperidin-4-yl)pyrrolo[3,2-b]pyridine), ClC=1C=C(C(=O)Cl)C=CC1 (3-chlorobenzoyl chloride). The product is ClC=1C=C(C(=O)NC2=CC=C3C(=N2)C(=CN3)C3CCN(CC3)C)C=CC1 (5-(N-[3-chlorobenzoyl]amino)-3-(1-methylpiperidin-4-yl)pyrrolo[3,2-b]pyridine). Isolated yield 80.1%. RXN SMILES: [NH2:1][C:2]1[N:7]=[C:6]2[C:8]([CH:11]3[CH2:16][CH2:15][N:14]([CH3:17])[CH2:13][CH2:12]3)=[CH:9][NH:10][C:5]2=[CH:4][CH:3]=1.[Cl:18][C:19]1[CH:20]=[C:21]([CH:25]=[CH:26][CH:27]=1)[C:22](Cl)=[O:23]>>[Cl:18][C:19]1[CH:20]=[C:21]([CH:25]=[CH:26][CH:27]=1)[C:22]([NH:1][C:2]1[N:7]=[C:6]2[C:8]([CH:11]3[CH2:16][CH2:15][N:14]([CH3:17])[CH2:13][CH2:12]3)=[CH:9][NH:10][C:5]2=[CH:4][CH:3]=1)=[O:23]. Procedure: Beginning with 0.085 gm (0.369 mMol) 5-amino-3-(1-methylpiperidin-4-yl)pyrrolo[3,2-b]pyridine and 0.099 mL (0.776 mMol) 3-chlorobenzoyl chloride, 0.109 gm (80.1%) of the title compound was recovered as a crystalline solid by the procedure described in Example 16. Starting materials: FC(C1=CC=C(C=N1)NC(OCC(Cl)(Cl)Cl)=O)(F)F (2,2,2-trichloroethyl [6-(trifluoromethyl)pyridin-3-yl]carbamate), C1(=CC=CC=C1)C=1N=C(SC1)N1CCNCC1 (1-(4-phenyl-1,3-thiazol-2-yl)piperazine), C(C)(C)N(CC)C(C)C (diisopropylethylamine), CS(=O)C (dimethylsulfoxide). Run in O (water). Yields the product C1(=CC=CC=C1)C=1N=C(SC1)N1CCN(CC1)C(=O)NC=1C=NC(=CC1)C(F)(F)F (4-(4-Phenyl-1,3-thiazol-2-yl)-N-[6-(trifluoromethyl)pyridin-3-yl]piperazine-1-carboxamide). Reaction SMILES: [F:1][C:2]([F:19])([F:18])[C:3]1[N:8]=[CH:7][C:6]([NH:9][C:10](=[O:17])OCC(Cl)(Cl)Cl)=[CH:5][CH:4]=1.[C:20]1([C:26]2[N:27]=[C:28]([N:31]3[CH2:36][CH2:35][NH:34][CH2:33][CH2:32]3)[S:29][CH:30]=2)[CH:25]=[CH:24][CH:23]=[CH:22][CH:21]=1.C(N(C(C)C)CC)(C)C.CS(C)=O>O>[C:20]1([C:26]2[N:27]=[C:28]([N:31]3[CH2:36][CH2:35][N:34]([C:10]([NH:9][C:6]4[CH:7]=[N:8][C:3]([C:2]([F:1])([F:18])[F:19])=[CH:4][CH:5]=4)=[O:17])[CH2:33][CH2:32]3)[S:29][CH:30]=2)[CH:21]=[CH:22][CH:23]=[CH:24][CH:25]=1. Procedure details: A solution of 2,2,2-trichloroethyl [6-(trifluoromethyl)pyridin-3-yl]carbamate (200 mg, 0.593 mmol), 1-(4-phenyl-1,3-thiazol-2-yl)piperazine (145 mg, 0.593 mmol), diisopropylethylamine (0.207 ml, 1.19 mmol) and dimethylsulfoxide (4 ml) was stirred at 70° C. for 48 hours, the reaction mixture was poured into water and the mixture was extracted with ethyl acetate. The extract was washed with water and dried over anhydrous magnesium sulfate. The solvent was distilled off under reduced pressure. The ...